This data is from the Open Reaction Database (ORD), a public repository of structured organic reaction records. The task is: describe an organic reaction: reactants, conditions, products, and yield The reactants are FC1=C(OC2=CC3=C(N=C(N=C3)S(=O)(=O)C)N(C2=O)C[C@@H](C)O)C=CC(=C1)F (6-(2,4-difluorophenoxy)-8-((R)-2-hydroxypropyl)-2-methanesulfonyl-8H-pyrido[2,3-d]pyrimidin-7-one), NC(CO)(C)C (2-amino-2-methyl-1-propanol), hydrochloride salt. Reaction conditions: temperature 60 celsius. The product is FC1=C(OC2=CC3=C(N=C(N=C3)NC(CO)(C)C)N(C2=O)C[C@@H](C)O)C=CC(=C1)F (6-(2,4-Difluorophenoxy)-2-(2-hydroxy-1,1-dimethyl-ethylamino)-8-((R)-2-hydroxy-propyl)-8H-pyrido[2,3-d]pyrimidin-7-one). Reaction SMILES: [F:1][C:2]1[CH:27]=[C:26]([F:28])[CH:25]=[CH:24][C:3]=1[O:4][C:5]1[C:18](=[O:19])[N:17]([CH2:20][C@H:21]([OH:23])[CH3:22])[C:8]2[N:9]=[C:10](S(C)(=O)=O)[N:11]=[CH:12][C:7]=2[CH:6]=1.[NH2:29][C:30]([CH3:34])([CH3:33])[CH2:31][OH:32]>>[F:1][C:2]1[CH:27]=[C:26]([F:28])[CH:25]=[CH:24][C:3]=1[O:4][C:5]1[C:18](=[O:19])[N:17]([CH2:20][C@H:21]([OH:23])[CH3:22])[C:8]2[N:9]=[C:10]([NH:29][C:30]([CH3:34])([CH3:33])[CH2:31][OH:32])[N:11]=[CH:12][C:7]=2[CH:6]=1. Procedure details: A mixture of 6-(2,4-difluorophenoxy)-8-((R)-2-hydroxypropyl)-2-methanesulfonyl-8H-pyrido[2,3-d]pyrimidin-7-one (886 mg, 2.15 mmol) and 2-amino-2-methyl-1-propanol (5.15 g, 58 mmol) was heated at 60° C. under nitrogen for 2 hours. Cooled and chromatographed on silica gel eluding with 2% methanol in dichloromethane to give after converting to hydrochloride salt 385 mg 6-(2,4-Difluorophenoxy)-2-(2-hydroxy-1,1-dimethyl-ethylamino)-8-((R)-2-hydroxy-propyl)-8H-pyrido[2,3-d]pyrimidin-7-one (mass spec. ... The reactants are C(C=C)Br (allylbromide), CC(C)(C)[O-].[K+] (potassium tert-butylate), COC(=O)C1CN(CCC1=O)CC1=C(C=CC=C1)Cl (methyl-1-[(2-chlorophenyl)methyl]-4-oxo-3-piperidine carboxylate). Run in C(C)(C)(C)O (tert-butanol), C(C)(C)(C)O (tertbutanol), C(C)(C)(C)O (tert-butanol). Reaction conditions: temperature 30 celsius, time 15 minute. Yields the product COC(=O)C1(CN(CCC1=O)CC1=C(C=CC=C1)Cl)CC=C (methyl-1-[(2-chlorophenyl)methyl]-4-oxo-3-(2-propenyl)-3-piperidine carboxylate). As a reaction SMILES: [CH3:1][O:2][C:3]([CH:5]1[C:10](=[O:11])[CH2:9][CH2:8][N:7]([CH2:12][C:13]2[CH:18]=[CH:17][CH:16]=[CH:15][C:14]=2[Cl:19])[CH2:6]1)=[O:4].[CH3:20][C:21]([O-])(C)[CH3:22].[K+].C(Br)C=C>C(O)(C)(C)C>[CH3:1][O:2][C:3]([C:5]1([CH2:22][CH:21]=[CH2:20])[C:10](=[O:11])[CH2:9][CH2:8][N:7]([CH2:12][C:13]2[CH:18]=[CH:17][CH:16]=[CH:15][C:14]=2[Cl:19])[CH2:6]1)=[O:4] |f:1.2|. Procedure details: 14.60 g (51.8 mmol) of methyl-1-[(2-chlorophenyl)methyl]-4-oxo-3-piperidine carboxylate was dissolved in 40 ml of tertbutanol and warmed to 30° C. Within 2 minutes 6.57 g (58.4 mmol) of potassium tert-butylate in 45 ml of tert-butanol was added. After 15 minutes of stirring, 25 ml of tert-butanol was added once more. Then 6.34 g (51.4 mmol) of allylbromide was added within 10 minutes and stirred for 2 more hours at 30° to 35° C. The reaction mixture was concentrated by evaporation and 70 ml of w... Run at time 30 minute. Run in C1CCOC1 (THF). Yields the product ClC1=C(C=CC(=C1)CN(C)C)N1N=C(C2=C1C1=C(N=C(S1)N)CC2)C=2C=NC=CC2 (1-(2-chloro-4-dimethylaminomethylphenyl)-3-pyridin-3-yl-4,5-dihydro-1H-pyrazolo[4,3-g]benzothiazol-7-ylamine). Reported procedure: Under an argon atmosphere at −78° C. a solution of lithium aluminium hydride (1 M in THF, 3 mL) is added to a solution of 4-(7-amino-3-pyridin-3-yl-4,5-dihydro-pyrazolo[4,3-g]benzothiazol-1-yl)-3-chloro-N,N-dimethylbenzamide (PCT/EP05055021) (0.46 g, 1 mmol) in 25 mL dry THF. After 5 min the cooling bath is removed and the reaction mixture is heated to RT. Then while cooling, 1 mL of water is added dropwise and the mixture is stirred for 30 min. The precipitate is filtered and the filtrate evapo... RXN SMILES: [H-].[Al+3].[Li+].[H-].[H-].[H-].[NH2:7][C:8]1[S:9][C:10]2[C:16]3[N:17]([C:26]4[CH:36]=[CH:35][C:29]([C:30]([N:32]([CH3:34])[CH3:33])=O)=[CH:28][C:27]=4[Cl:37])[N:18]=[C:19]([C:20]4[CH:21]=[N:22][CH:23]=[CH:24][CH:25]=4)[C:15]=3[CH2:14][CH2:13][C:11]=2[N:12]=1>C1COCC1>[Cl:37][C:27]1[CH:28]=[C:29]([CH2:30][N:32]([CH3:34])[CH3:33])[CH:35]=[CH:36][C:26]=1[N:17]1[C:16]2[C:10]3[S:9][C:8]([NH2:7])=[N:12][C:11]=3[CH2:13][CH2:14][C:15]=2[C:19]([C:20]2[CH:21]=[N:22][CH:23]=[CH:24][CH:25]=2)=[N:18]1 |f:0.1.2.3.4.5|. Reactants: [H-].[Al+3].[Li+].[H-].[H-].[H-] (lithium aluminium hydride), NC=1SC2=C(N1)CCC1=C2N(N=C1C=1C=NC=CC1)C1=C(C=C(C(=O)N(C)C)C=C1)Cl (4-(7-amino-3-pyridin-3-yl-4,5-dihydro-pyrazolo[4,3-g]benzothiazol-1-yl)-3-chloro-N,N-dimethylbenzamide).